From a dataset of the Open Reaction Database (ORD), a public repository of structured organic reaction records. describe an organic reaction: reactants, conditions, products, and yield The reactants are CC(C)(C)NC(=O)CCNC(=O)OC(C)(C)C, C1COCCO1, Cl. The product is Cl, CC(C)(C)NC(=O)CCN. Reaction SMILES: [C:1]([O:2][C:3](=[O:4])[NH:7][CH2:8][CH2:9][C:10]([NH:11][C:12]([CH3:13])([CH3:14])[CH3:15])=[O:16])([CH3:5])([CH3:6])[CH3:17].[CH2:19]1[O:20][CH2:21][CH2:22][O:23][CH2:24]1.[ClH:18]>>[ClH:18].[NH2:7][CH2:8][CH2:9][C:10]([NH:11][C:12]([CH3:13])([CH3:14])[CH3:15])=[O:16]. Yields the product C(\C=C\C(=O)O)(=O)O.COC1=CC=C(C=C1)C1=CC=C2N1CCNC2C (1,2,3,4-tetrahydro-6-(p-methoxyphenyl)-1-methylpyrrolo[1,2-a]pyrazine fumarate). Procedure: 3,4-Dihydro-6-(p-methoxyphenyl)-1-methylpyrrolo[1,2-a]pyrazine (1.0 g) was dissolved in a mixture of 60 ml of methanol and 6 ml of water under argon. The solution was treated portionwise with 0.5 g of sodium borohydride while stirring and stirred at room temperature overnight. Thereafter, the methanol was removed in a vacuum, the residue was taken up in 100 ml of methylene chloride and washed with 45 ml of 10% ammonia solution. The phases were separated and the aqueous phase was extracted twice ... Reaction SMILES: [CH3:1][O:2][C:3]1[CH:8]=[CH:7][C:6]([C:9]2[N:13]3[CH2:14][CH2:15][N:16]=[C:17]([CH3:18])[C:12]3=[CH:11][CH:10]=2)=[CH:5][CH:4]=1.[BH4-].[Na+].[C:21]([OH:28])(=[O:27])/[CH:22]=[CH:23]/[C:24]([OH:26])=[O:25]>CO.O.C(O)C>[C:21]([OH:28])(=[O:27])/[CH:22]=[CH:23]/[C:24]([OH:26])=[O:25].[CH3:1][O:2][C:3]1[CH:8]=[CH:7][C:6]([C:9]2[N:13]3[CH2:14][CH2:15][NH:16][CH:17]([CH3:18])[C:12]3=[CH:11][CH:10]=2)=[CH:5][CH:4]=1 |f:1.2,7.8|. Yield: 47.0%. Starting materials: COC1=CC=C(C=C1)C1=CC=C2N1CCN=C2C (3,4-Dihydro-6-(p-methoxyphenyl)-1-methylpyrrolo[1,2-a]pyrazine), saturated solution, C(\C=C\C(=O)O)(=O)O (fumaric acid), [BH4-].[Na+] (sodium borohydride). Solvent: CO (methanol), O (water), C(C)O (ethanol). Starting materials: C(CCC)N1CCC(=CC2=C1C=CC(=C2)C2=CC=C(C=C2)OCCOCCC)C(=O)O (1-butyl-7-[4-(2-propoxyethoxy)phenyl]-2,3-dihydro-1H-1-benzazepine-4-carboxylic acid), CN(C)C=O (DMF), S(=O)(Cl)Cl (thionyl chloride). Reaction conditions: time 30 minute. Yields the product Cl.Cl.C(CCC)N1CCC(=CC2=C1C=CC(=C2)C2=CC=C(C=C2)OCCOCCC)C(=O)NC2=CC=C(C=C2)CN(C2CCOCC2)C (1-butyl-7-[4-(2-propoxyethoxy)phenyl]-N-[4-[[N-methyl-N-(tetrahydro-2H-pyran-4-yl)amino]methyl]phenyl]-2,3-dihydro-1H-1-benzazepine-4-carboxamide dihydrochloride). Reaction SMILES: [CH2:1]([N:5]1[C:11]2[CH:12]=[CH:13][C:14]([C:16]3[CH:21]=[CH:20][C:19]([O:22][CH2:23][CH2:24][O:25][CH2:26][CH2:27][CH3:28])=[CH:18][CH:17]=3)=[CH:15][C:10]=2[CH:9]=[C:8]([C:29](O)=[O:30])[CH2:7][CH2:6]1)[CH2:2][CH2:3][CH3:4].S(Cl)([Cl:34])=O.[CH3:36][N:37]([CH:39]=O)[CH3:38]>>[ClH:34].[ClH:34].[CH2:1]([N:5]1[C:11]2[CH:12]=[CH:13][C:14]([C:16]3[CH:21]=[CH:20][C:19]([O:22][CH2:23][CH2:24][O:25][CH2:26][CH2:27][CH3:28])=[CH:18][CH:17]=3)=[CH:15][C:10]=2[CH:9]=[C:8]([C:29]([NH:5][C:11]2[CH:12]=[CH:13][C:14]([CH2:39][N:37]([CH3:36])[CH:38]3[CH2:24][CH2:23][O:22][CH2:19][CH2:18]3)=[CH:15][CH:10]=2)=[O:30])[CH2:7][CH2:6]1)[CH2:2][CH2:3][CH3:4] |f:3.4.5|. Procedure details: In DMF (6 ml) was dissolved 1-butyl-7-[4-(2-propoxyethoxy)phenyl]-2,3-dihydro-1H-1-benzazepine-4-carboxylic acid (0.30 g). Under ice-cooling, to the mixture was added thionyl chloride (0.15 ml). The mixture was stirred at room temperature for 30 minutes. The solvent was evaporated under reduced pressure. In THF (20 ml) was suspended the residue, and the suspension was added dropwise to a solution of 4-[N-methyl-N-(tetrahydro-2H-pyran-4-yl)aminomethyl]aniline (0.17 g) and triethylamine (0.42 ml) ...